This data is from the Open Reaction Database (ORD), a public repository of structured organic reaction records. The task is: describe an organic reaction: reactants, conditions, products, and yield The reactants are C(C)(=O)OC1C(OC(C(C1OC(C)=O)OC(C)=O)COC(C)=O)C1=C(C=CC2=NC(N=C21)=O)C(=O)[O-] (3,4,5-tris(acetyloxy)-6-[(acetyloxy)methyl]tetrahydro-2H-pyran-2-yl-benzimidazole-2-one-5-carboxylate), [OH-].[Na+] (sodium hydroxide). RXN SMILES: C(OC1C(OC(=O)C)C(OC(=O)C)C(COC(=O)C)OC1[C:24]1[C:32]2[C:28](=[N:29][C:30](=[O:33])[N:31]=2)[CH:27]=[CH:26][C:25]=1[C:34]([O-])=O)(=O)C.[OH-:37].[Na+]>C(O)C>[OH:37][C:26]1[C:25]([CH3:34])=[CH:24][C:32]2=[N:31][C:30](=[O:33])[N:29]=[C:28]2[CH:27]=1 |f:1.2|. Yields the product OC1=CC=2C(=NC(N2)=O)C=C1C (5-Hydroxy-6-methybenzimidazol-2-one). Yield: 92.0%. The solvent is C(C)O (ethanol), C(C)O (ethanol). Procedure: A solution of (16) (0.30 g, 1.32 mmol) in 10% sodium hydroxide (5 ml) and ethanol (5 ml) was heated under reflux for 1.5 h. When cooled to room temperature the ethanol was removed in vacuo and the mixture was filtered to give (18) as a white solid (0.20 g, 92%).